Dataset: the Open Reaction Database (ORD), a public repository of structured organic reaction records. Task: describe an organic reaction: reactants, conditions, products, and yield Reactants: ClC=1C(=C2C(=NC1)NC=C2)F (5-Chloro-4-fluoro-1H-pyrrolo[2,3-b]pyridine), [N+](=O)(O)[O-] (nitric acid). Run at time 10 minute. Yields the product ClC=1C(=C2C(=NC1)NC=C2[N+](=O)[O-])F (5-chloro-4-fluoro-3-nitro-1H-pyrrolo[2,3-b]pyridine). Yield: 86.0%. Reaction SMILES: [Cl:1][C:2]1[C:3]([F:11])=[C:4]2[CH:10]=[CH:9][NH:8][C:5]2=[N:6][CH:7]=1.[N+:12]([O-])([OH:14])=[O:13]>>[Cl:1][C:2]1[C:3]([F:11])=[C:4]2[C:10]([N+:12]([O-:14])=[O:13])=[CH:9][NH:8][C:5]2=[N:6][CH:7]=1. Procedure: 5-Chloro-4-fluoro-1H-pyrrolo[2,3-b]pyridine (1.2 g, 7.0 mmol) was added slowly to fuming nitric acid (10 mL) at 0° C. Upon completion of the addition, the reaction was stirred for 10 minutes, and then quenched with ice. Water was added until a precipitate formed, which was filtered, washed with water and dried to give the product 5-chloro-4-fluoro-3-nitro-1H-pyrrolo[2,3-b]pyridine (1.3 g, 86% yield).